Dataset: the Open Reaction Database (ORD), a public repository of structured organic reaction records. Task: describe an organic reaction: reactants, conditions, products, and yield The reactants are C1CCOC1, CCOC(C)=O, O=C(OCc1ccccc1)N1CCC(OCc2ccc([N+](=O)[O-])cc2)C(F)C1, [Li+], [OH-], O. Yields the product O=C(OCc1ccccc1)N1CCC(O)C(F)C1. RXN SMILES: [CH2:37]1[O:38][CH2:39][CH2:40][CH2:41]1.[CH3:31][CH2:32][O:33][C:34]([CH3:35])=[O:36].[F:1][CH:2]1[CH2:3][N:4]([C:19](=[O:20])[O:21][CH2:22][c:23]2[cH:24][cH:25][cH:26][cH:27][cH:28]2)[CH2:5][CH2:6][CH:7]1[O:8][CH2:9][c:10]1[cH:11][cH:12][c:13]([N+:14]([O-:15])=[O:16])[cH:17][cH:18]1.[Li+:30].[OH-:29].[OH2:42]>>[F:1][CH:2]1[CH2:3][N:4]([C:19](=[O:20])[O:21][CH2:22][c:23]2[cH:24][cH:25][cH:26][cH:27][cH:28]2)[CH2:5][CH2:6][CH:7]1[OH:8]. Reactants: Cl (HCl), C(C(C)C)(=O)NNC1=CC(=C(C(=O)OC)C=C1)S(N)(=O)=O (methyl 4-(2-isobutyrylhydrazino)-2-sulfamoylbenzoate), C1(=CC=CC=C1)OC(NC1=NC(=CC(=N1)OC)OC)=O (phenyl-N-(4,6-dimethoxypyrimidin-2-yl)carbamate), N12CCCCCC2=NCCC1 (1,8-diazabicyclo[5.4.0]undec-7-ene). RXN SMILES: [C:1]([NH:6][NH:7][C:8]1[CH:17]=[CH:16][C:11]([C:12]([O:14][CH3:15])=[O:13])=[C:10]([S:18](=[O:21])(=[O:20])[NH2:19])[CH:9]=1)(=[O:5])[CH:2]([CH3:4])[CH3:3].C1([O:28][C:29](=O)[NH:30][C:31]2[N:36]=[C:35]([O:37][CH3:38])[CH:34]=[C:33]([O:39][CH3:40])[N:32]=2)C=CC=CC=1.N12CCCN=C1CCCCC2.Cl>O.C(#N)C>[CH3:38][O:37][C:35]1[CH:34]=[C:33]([O:39][CH3:40])[N:32]=[C:31]([NH:30][C:29](=[O:28])[NH:19][S:18]([C:10]2[CH:9]=[C:8]([NH:7][NH:6][C:1](=[O:5])[CH:2]([CH3:4])[CH3:3])[CH:17]=[CH:16][C:11]=2[C:12]([O:14][CH3:15])=[O:13])(=[O:20])=[O:21])[N:36]=1. Reported procedure: 0.8 g (2.5 mmol) of methyl 4-(2-isobutyrylhydrazino)-2-sulfamoylbenzoate and 0.77 g (2.8 mmol) of phenyl-N-(4,6-dimethoxypyrimidin-2-yl)carbamate are initially introduced into 25 ml of acetonitrile. 0.83 g (5.6 mmol) of 1,8-diazabicyclo[5.4.0]undec-7-ene (DBU) is added dropwise at 0° C. and the mixture is stirred at this temperature for 2 hours. It is poured into water and the pH is brought to 2-3 with 2N HCl. The aqueous phase is extracted three times with CH2Cl2. After the CH2Cl2 phase has bee... The solvent is O (water), C(C)#N (acetonitrile). The product is COC1=NC(=NC(=C1)OC)NC(NS(=O)(=O)C1=C(C(=O)OC)C=CC(=C1)NNC(C(C)C)=O)=O (methyl 2-[3-(4,6-dimethoxypyrimidin-2-yl)-ureidosulfonyl]-4-(2-isobutyrylhydrazino)benzoate). Run at time 2 hour. Isolated yield 64.5%. The reactants are COCOC1CC2=CC=C3C4CCC(C(C)CS(=O)(=O)c5ccc(C)cc5)C4(C)CCC3C2(C)C(OCOC)C1, CCOCC, CCCCCC, CC(C)[N-]C(C)C, CC(C)NC(C)C, [Cl-], [Li+], [Li]CCCC, [NH4+], CC(C)(OC1CCCCO1)C1CO1, C1CCOC1. Yields the product COCOC1CC2=CC=C3C4CCC(C(C)C(CC(O)C(C)(C)OC5CCCCO5)S(=O)(=O)c5ccc(C)cc5)C4(C)CCC3C2(C)C(OCOC)C1. Reaction SMILES: [CH3:1][CH:2]([CH2:3][S:4](=[O:5])(=[O:6])[c:7]1[cH:8][cH:9][c:10]([CH3:13])[cH:11][cH:12]1)[CH:14]1[CH2:15][CH2:16][CH:17]2[C:18]3=[CH:19][CH:20]=[C:21]4[CH2:22][CH:23]([O:37][CH2:38][O:39][CH3:40])[CH2:24][CH:25]([O:33][CH2:34][O:35][CH3:36])[C:26]4([CH3:27])[CH:28]3[CH2:29][CH2:30][C:31]12[CH3:32].[CH3:81][CH2:82][O:83][CH2:84][CH3:85].[CH3:86][CH2:87][CH2:88][CH2:89][CH2:90][CH3:91].[CH:41]([N-:42][CH:43]([CH3:44])[CH3:45])([CH3:46])[CH3:47].[CH:54]([NH:55][CH:56]([CH3:57])[CH3:58])([CH3:59])[CH3:60].[Cl-:74].[Li+:48].[Li:49][CH2:50][CH2:51][CH2:52][CH3:53].[NH4+:75].[O:61]1[CH2:62][CH:63]1[C:64]([CH3:65])([O:66][CH:67]1[O:68][CH2:69][CH2:70][CH2:71][CH2:72]1)[CH3:73].[O:76]1[CH2:77][CH2:78][CH2:79][CH2:80]1>>[CH3:1][CH:2]([CH:3]([S:4](=[O:5])(=[O:6])[c:7]1[cH:8][cH:9][c:10]([CH3:13])[cH:11][cH:12]1)[CH2:62][CH:63]([OH:61])[C:64]([CH3:65])([O:66][CH:67]1[O:68][CH2:69][CH2:70][CH2:71][CH2:72]1)[CH3:73])[CH:14]1[CH2:15][CH2:16][CH:17]2[C:18]3=[CH:19][CH:20]=[C:21]4[CH2:22][CH:23]([O:37][CH2:38][O:39][CH3:40])[CH2:24][CH:25]([O:33][CH2:34][O:35][CH3:36])[C:26]4([CH3:27])[CH:28]3[CH2:29][CH2:30][C:31]12[CH3:32]. The reactants are COC(=O)c1cccc(C=Cc2nc(C)cc(O)n2)c1, O=P(Cl)(Cl)Cl. Yields the product COC(=O)c1cccc(C=Cc2nc(C)cc(Cl)n2)c1. As a reaction SMILES: [CH3:1][O:2][C:3]([c:4]1[cH:5][c:6]([CH:10]=[CH:11][c:12]2[n:13][c:14]([CH3:19])[cH:15][c:16]([OH:18])[n:17]2)[cH:7][cH:8][cH:9]1)=[O:20].[P:21]([Cl:22])([Cl:23])([Cl:24])=[O:25]>>[CH3:1][O:2][C:3]([c:4]1[cH:5][c:6]([CH:10]=[CH:11][c:12]2[n:13][c:14]([CH3:19])[cH:15][c:16]([Cl:23])[n:17]2)[cH:7][cH:8][cH:9]1)=[O:20]. Reactants: COCCOCOC1=C(C#N)C=CC(=C1)[N+](=O)[O-] (2-(2-Methoxy-ethoxymethoxy)-4-nitro-benzonitrile). Reagents/catalysts: [Pd] (Pd/C). Run in CCO.C1CCOC1 (EtOH THF). Conditions: time 18 hour. Product: NC1=CC(=C(C#N)C=C1)OCOCCOC (4-Amino-2-(2-methoxy-ethoxymethoxy)-benzonitrile). Reaction SMILES: [CH3:1][O:2][CH2:3][CH2:4][O:5][CH2:6][O:7][C:8]1[CH:15]=[C:14]([N+:16]([O-])=O)[CH:13]=[CH:12][C:9]=1[C:10]#[N:11]>CCO.C1COCC1.[Pd]>[NH2:16][C:14]1[CH:13]=[CH:12][C:9]([C:10]#[N:11])=[C:8]([O:7][CH2:6][O:5][CH2:4][CH2:3][O:2][CH3:1])[CH:15]=1 |f:1.2|. Reported procedure: To a solution of 2-(2-Methoxy-ethoxymethoxy)-4-nitro-benzonitrile (2.35 g; 9 mmol) in EtOH/THF (25 mL/1 mL) was added a catalytic amount of 5% Pd/C. The reaction mixture was stirred under H2 atmosphere for 18 hours, filtered through kiselguhr evaporated to dryness and purified by column chromatography (SiO2—MeOH/CH2Cl2=0:1 to 5:95) to yield after evaporation 1.8 g (88%).